Dataset: the Open Reaction Database (ORD), a public repository of structured organic reaction records. Task: describe an organic reaction: reactants, conditions, products, and yield Reactants: ClC1=CC(=C(C=N1)C1=NN=C(S1)C(=O)OC)NC(C)C (methyl 5-(6-chloro-4-(isopropylamino)pyridin-3-yl)-1,3,4-thiadiazole-2-carboxylate), N1[C@H](CO)CCC1 ((S)-Prolinol), CO (MeOH). Yields the product ClC1=CC(=C(C=N1)C1=NN=C(S1)C(=O)N1CC(CC1)CO)NC(C)C ((5-(6-chloro-4-(isopropylamino)pyridin-3-yl)-1,3,4-thiadiazol-2-yl)(3-(hydroxymethyl)pyrrolidin-1-yl)methanone), (5-(6-chloro-4-(isopropylamino)pyridin-3-yl)-1,3,4-thiadiazol-2-yl)(3-(hydroxymethyl)pyrrolidin-1-yl)methanone( ). As a reaction SMILES: [Cl:1][C:2]1[N:7]=[CH:6][C:5]([C:8]2[S:12][C:11]([C:13]([O:15]C)=O)=[N:10][N:9]=2)=[C:4]([NH:17][CH:18]([CH3:20])[CH3:19])[CH:3]=1.[NH:21]1[CH2:27][CH2:26][CH2:25][C@H:22]1CO.[CH3:28][OH:29]>>[Cl:1][C:2]1[N:7]=[CH:6][C:5]([C:8]2[S:12][C:11]([C:13]([N:21]3[CH2:22][CH2:25][CH:26]([CH2:28][OH:29])[CH2:27]3)=[O:15])=[N:10][N:9]=2)=[C:4]([NH:17][CH:18]([CH3:20])[CH3:19])[CH:3]=1. Run at temperature 80 celsius. Reported procedure: To a stirred solution of methyl 5-(6-chloro-4-(isopropylamino)pyridin-3-yl)-1,3,4-thiadiazole-2-carboxylate (12) (60 mg, 0.1 mmol) in MeOH (2 mL), (S)-Prolinol (0.9 mmol, 5 equiv) was added and refluxed at 80° C. for 1 h. The reaction mixture was cooled and concentrated. The crude material obtained was purified by column chromatography through silica gel and MeOH: DCM as eluent to isolate the desired product, (5-(6-chloro-4-(isopropylamino)pyridin-3-yl)-1,3,4-thiadiazol-2-yl)(3-(hydroxymethyl)py...